From a dataset of the Open Reaction Database (ORD), a public repository of structured organic reaction records. describe an organic reaction: reactants, conditions, products, and yield Reactants: BrC=1C(=NC=C(C(=O)NC2=CC=C(C=C2)OC(F)(F)F)C1)Cl (5-Bromo-6-chloro-N-(4-(trifluoromethoxy)phenyl)nicotinamide), CC1(CNC1)O (3-methyl-azetidin-3-ol), CCN(C(C)C)C(C)C (DIPEA). Run in CCOC(=O)C (EtOAc), CC(C)O (iPrOH). Run at temperature 140 celsius. Product: BrC=1C(=NC=C(C(=O)NC2=CC=C(C=C2)OC(F)(F)F)C1)N1CC(C1)(C)O (5-Bromo-6-(3-hydroxy-3-methylazetidin-1-yl)-N-(4-(trifluoromethoxy)phenyl)nicotinamide). As a reaction SMILES: [Br:1][C:2]1[C:3](Cl)=[N:4][CH:5]=[C:6]([CH:21]=1)[C:7]([NH:9][C:10]1[CH:15]=[CH:14][C:13]([O:16][C:17]([F:20])([F:19])[F:18])=[CH:12][CH:11]=1)=[O:8].[CH3:23][C:24]1([OH:28])[CH2:27][NH:26][CH2:25]1.CCN(C(C)C)C(C)C>CC(O)C.CCOC(C)=O>[Br:1][C:2]1[C:3]([N:26]2[CH2:27][C:24]([OH:28])([CH3:23])[CH2:25]2)=[N:4][CH:5]=[C:6]([CH:21]=1)[C:7]([NH:9][C:10]1[CH:15]=[CH:14][C:13]([O:16][C:17]([F:20])([F:19])[F:18])=[CH:12][CH:11]=1)=[O:8]. Reported procedure: 5-Bromo-6-chloro-N-(4-(trifluoromethoxy)phenyl)nicotinamide (Stage 12.2, 1.38 g, 3.5 mmol) and 3-methyl-azetidin-3-ol (HCl salt, 519 mg, 4.2 mmol) were dissolved in iPrOH (3.5 mL). DIPEA (1.4 mL, 8 mmol) was added and the RM mixture was heated at 140° C. for 4 h in a pressure safe vial. After cooling at RT, the RM was dissolved in EtOAc, washed with 0.5 M. HCl and brine. The organic phase was dried over Na2SO4 and the mixture was evaporated to dryness under reduced pressure. The crude product wa...